From a dataset of the Open Reaction Database (ORD), a public repository of structured organic reaction records. describe an organic reaction: reactants, conditions, products, and yield The reactants are ice, NC1=C(C=C(C=C1)[N+](=O)[O-])O (2-amino-5-nitrophenol), ClCCO (2-chloroethanol), [OH-].[Na+] (sodium hydroxide). Run in CS(=O)C (DMSO). Run at temperature 110 celsius, time 2.5 hour. The product is OCCOC1=C(N)C=CC(=C1)[N+](=O)[O-] (2-(2-Hydroxyethoxy)-4-nitroaniline). The yield is 58.1%. RXN SMILES: [NH2:1][C:2]1[CH:7]=[CH:6][C:5]([N+:8]([O-:10])=[O:9])=[CH:4][C:3]=1[OH:11].Cl[CH2:13][CH2:14][OH:15].[OH-].[Na+]>CS(C)=O>[OH:15][CH2:14][CH2:13][O:11][C:3]1[CH:4]=[C:5]([N+:8]([O-:10])=[O:9])[CH:6]=[CH:7][C:2]=1[NH2:1] |f:2.3|. Procedure details: A mixture of 2-amino-5-nitrophenol (1, 30 g), 2-chloroethanol (24.2 g) and sodium hydroxide (powdered, 12 g) in DMSO (100 ml) was stirred for 2.5 h at 110° C. The mixture was poured onto crushed ice (200 g) and the dark yellow precipitate was filtered, washed with H2O three times. Recrystallization from ethanol gave 22.4 g (58%) of 2: mp 140°-142° C.; MS m/e 198 (M+). Yields the product CCN1C(=O)C(C)(C)c2ccc(NC(C)=O)cc21. Reaction SMILES: [CH3:17][C:18](=[O:19])[O:20][C:21](=[O:22])[CH3:23].[NH2:1][c:2]1[cH:3][cH:4][c:5]2[c:9]([cH:10]1)[N:8]([CH2:11][CH3:12])[C:7](=[O:13])[C:6]2([CH3:14])[CH3:15].[OH2:16]>>[NH:1]([c:2]1[cH:3][cH:4][c:5]2[c:9]([cH:10]1)[N:8]([CH2:11][CH3:12])[C:7](=[O:13])[C:6]2([CH3:14])[CH3:15])[C:18]([CH3:17])=[O:19]. Reactants: CC(=O)OC(C)=O, CCN1C(=O)C(C)(C)c2ccc(N)cc21, O. Reactants: ClC=1N(C(C=C(N1)C(C(F)(F)F)(F)F)=O)C1=C(C=C(C(=C1)OC(C)C)Cl)F (2-chloro-1-(4-chloro-2-fluoro-5-isopropoxyphenyl)-4-pentafluoroethyl-6(1H)-pyrimidinone), [Na] (sodium). The solvent is C(C)(C)O (isopropanol). Product: ClC1=CC(=C(C=C1OC(C)C)N1C(=NC(=CC1=O)C(C(F)(F)F)(F)F)OC(C)C)F (1-(4-chloro-2-fluoro-5-isopropoxyphenyl)-2-isopropoxy-4-pentafluoroethyl-6(1H)-pyrimidinone). RXN SMILES: Cl[C:2]1[N:3]([C:16]2[CH:21]=[C:20]([O:22][CH:23]([CH3:25])[CH3:24])[C:19]([Cl:26])=[CH:18][C:17]=2[F:27])[C:4](=[O:15])[CH:5]=[C:6]([C:8]([F:14])([F:13])[C:9]([F:12])([F:11])[F:10])[N:7]=1.[Na]>C(O)(C)C>[Cl:26][C:19]1[C:20]([O:22][CH:23]([CH3:25])[CH3:24])=[CH:21][C:16]([N:3]2[C:4](=[O:15])[CH:5]=[C:6]([C:8]([F:14])([F:13])[C:9]([F:12])([F:11])[F:10])[N:7]=[C:2]2[O:22][CH:20]([CH3:21])[CH3:19])=[C:17]([F:27])[CH:18]=1 |^1:27|. Procedure: using 2-chloro-1-(4-chloro-2-fluoro-5-isopropoxyphenyl)-4-pentafluoroethyl-6(1H)-pyrimidinone and sodium isopropylate in isopropanol there is obtained 1-(4-chloro-2-fluoro-5-isopropoxyphenyl)-2-isopropoxy-4-pentafluoroethyl-6(1H)-pyrimidinone, 1H-NMR (CDCl3, 400 MHz): 7.30 ppm (d,1H), 6.81 ppm (d,1H), 6.62 ppm (s,1H), 5.33 ppm (m,1H), 4.47 ppm (m,1H), 1.38 ppm (d,3H), 1.37 ppm (d,3H), 1.28 ppm (d,3H), 1.27 ppm (d,3H); The reactants are NC=1C=CC(=C(C1)[C@]1(N=C(OCC1(F)F)N)C)F ((R)-4-(5-amino-2-fluoro-phenyl)-5,5-difluoro-4-methyl-5,6-dihydro-4H-[1,3]oxazin-2-ylamine), C(C)(=O)OCC (ethyl acetate), O.[Cl-].COC1=NC(=NC(=N1)OC)[N+]1(CCOCC1)C (4-(4,6-dimethoxy[1.3.5]triazin-2-yl)-4-methylmorpholinium chloride hydrate), C(C#CC)OC=1N=CC(=NC1)C(=O)O (5-(but-2-ynyloxy)pyrazine-2-carboxylic acid). Solvent: C(C)(C)OC(C)C (isopropyl ether), CO (methanol), CO (methanol). Run at temperature 0 celsius, time 30 minute. Product: NC=1OCC([C@@](N1)(C)C=1C=C(C=CC1F)NC(=O)C1=NC=C(N=C1)OCC#CC)(F)F (5-but-2-ynyloxy-pyrazine-2-carboxylic acid [3-((R)-2-amino-5,5-difluoro-4-methyl-5,6-dihydro-4H-[1,3]oxazin-4-yl)-4-fluoro-phenyl]-amide). Yield: 63.2%. Reaction SMILES: O.[Cl-].COC1N=C(OC)N=C([N+]2(C)CCOCC2)N=1.[CH2:20]([O:24][C:25]1[N:26]=[CH:27][C:28]([C:31]([OH:33])=O)=[N:29][CH:30]=1)[C:21]#[C:22][CH3:23].[NH2:34][C:35]1[CH:36]=[CH:37][C:38]([F:51])=[C:39]([C@:41]2([CH3:50])[C:46]([F:48])([F:47])[CH2:45][O:44][C:43]([NH2:49])=[N:42]2)[CH:40]=1.C(OCC)(=O)C>CO.C(OC(C)C)(C)C>[NH2:49][C:43]1[O:44][CH2:45][C:46]([F:47])([F:48])[C@:41]([C:39]2[CH:40]=[C:35]([NH:34][C:31]([C:28]3[CH:27]=[N:26][C:25]([O:24][CH2:20][C:21]#[C:22][CH3:23])=[CH:30][N:29]=3)=[O:33])[CH:36]=[CH:37][C:38]=2[F:51])([CH3:50])[N:42]=1 |f:0.1.2|. Procedure details: A solution of 4-(4,6-dimethoxy[1.3.5]triazin-2-yl)-4-methylmorpholinium chloride hydrate (DMTMM) (74 mg, 0.25 mmol) in methanol (5 ml) was cooled to 0° C. and treated with 5-(but-2-ynyloxy)pyrazine-2-carboxylic acid (CAS[1221447-98-8]) (40.8 mg, 0.21 mmol). The suspension was stirred at 0° C. for 30 minutes, then a solution of (R)-4-(5-amino-2-fluoro-phenyl)-5,5-difluoro-4-methyl-5,6-dihydro-4H-[1,3]oxazin-2-ylamine (intermediate A8.1) (50 mg, 0.19 mmol) in methanol (1 ml) was added dropwise. Th... The reactants are Brc1nccs1, O=C([O-])[O-], CC(=O)[O-], CC(=O)[O-], CC1CNCCN1, [Cs+], [Cs+], C1COCCO1, [Pd+2], CC(C)(C)P(c1ccccc1-c1ccccc1)C(C)(C)C. Product: CC1CN(c2nccs2)CCN1. RXN SMILES: [Br:8][c:9]1[s:10][cH:11][cH:12][n:13]1.[C:35](=[O:36])([O-:37])[O-:38].[C:47]([O-:48])(=[O:49])[CH3:50].[C:52]([O-:53])(=[O:54])[CH3:55].[CH3:1][CH:2]1[NH:3][CH2:4][CH2:5][NH:6][CH2:7]1.[Cs+:39].[Cs+:40].[O:41]1[CH2:42][CH2:43][O:44][CH2:45][CH2:46]1.[Pd+2:51].[c:14]1(-[c:15]2[cH:16][cH:17][cH:18][cH:19][cH:20]2)[cH:21][cH:22][cH:23][cH:24][c:25]1[P:26]([C:27]([CH3:28])([CH3:29])[CH3:30])[C:31]([CH3:32])([CH3:33])[CH3:34]>>[CH3:1][CH:2]1[NH:3][CH2:4][CH2:5][N:6]([c:9]2[s:10][cH:11][cH:12][n:13]2)[CH2:7]1.